Dataset: the Open Reaction Database (ORD), a public repository of structured organic reaction records. Task: describe an organic reaction: reactants, conditions, products, and yield The reactants are O=C1c2ccccc2C(=O)N1CCCCBr, CN(C)C=O, Oc1ccncc1. The product is O=C1c2ccccc2C(=O)N1CCCCOc1ccncc1. RXN SMILES: [Br:8][CH2:9][CH2:10][CH2:11][CH2:12][N:13]1[C:14](=[O:23])[c:15]2[c:16]([cH:19][cH:20][cH:21][cH:22]2)[C:17]1=[O:18].[O:24]=[CH:25][N:26]([CH3:27])[CH3:28].[OH:1][c:2]1[cH:3][cH:4][n:5][cH:6][cH:7]1>>[O:1]([c:2]1[cH:3][cH:4][n:5][cH:6][cH:7]1)[CH2:9][CH2:10][CH2:11][CH2:12][N:13]1[C:14](=[O:23])[c:15]2[c:16]([cH:19][cH:20][cH:21][cH:22]2)[C:17]1=[O:18]. Starting materials: CC(=O)O[BH-](OC(C)=O)OC(C)=O, CCC(=O)CC, CC(=O)O, CCOC(C)=O, ClCCl, COCC1OC(n2cnc3c(NCC(c4ccccc4)c4ccccc4)nc(CCN)nc32)C(O[Si](C)(C)C(C)(C)C)C1O[Si](C)(C)C(C)(C)C, [Na+]. Yields the product CCC(CC)NCCc1nc(NCC(c2ccccc2)c2ccccc2)c2ncn(C3OC(COC)C(O[Si](C)(C)C(C)(C)C)C3O[Si](C)(C)C(C)(C)C)c2n1. As a reaction SMILES: [C:1]([O:2][BH-:3]([O:4][C:5](=[O:6])[CH3:7])[O:8][C:9](=[O:10])[CH3:11])(=[O:12])[CH3:13].[CH2:70]([CH3:71])[C:72](=[O:73])[CH2:74][CH3:75].[CH3:15][C:16](=[O:17])[OH:18].[CH3:79][CH2:80][O:81][C:82](=[O:83])[CH3:84].[Cl:76][CH2:77][Cl:78].[NH2:19][CH2:20][CH2:21][c:22]1[n:23][c:24]([NH:55][CH2:56][CH:57]([c:58]2[cH:59][cH:60][cH:61][cH:62][cH:63]2)[c:64]2[cH:65][cH:66][cH:67][cH:68][cH:69]2)[c:25]2[n:26][cH:27][n:28]([CH:31]3[O:32][CH:33]([CH2:52][O:53][CH3:54])[CH:34]([O:44][Si:45]([CH3:46])([CH3:47])[C:48]([CH3:49])([CH3:50])[CH3:51])[CH:35]3[O:36][Si:37]([CH3:38])([CH3:39])[C:40]([CH3:41])([CH3:42])[CH3:43])[c:29]2[n:30]1.[Na+:14]>>[NH:19]([CH2:20][CH2:21][c:22]1[n:23][c:24]([NH:55][CH2:56][CH:57]([c:58]2[cH:59][cH:60][cH:61][cH:62][cH:63]2)[c:64]2[cH:65][cH:66][cH:67][cH:68][cH:69]2)[c:25]2[n:26][cH:27][n:28]([CH:31]3[O:32][CH:33]([CH2:52][O:53][CH3:54])[CH:34]([O:44][Si:45]([CH3:46])([CH3:47])[C:48]([CH3:49])([CH3:50])[CH3:51])[CH:35]3[O:36][Si:37]([CH3:38])([CH3:39])[C:40]([CH3:41])([CH3:42])[CH3:43])[c:29]2[n:30]1)[CH:72]([CH2:70][CH3:71])[CH2:74][CH3:75]. The reactants are ClC(C(F)(F)F)N=C(C1=CC=C(C=C1)Cl)Cl (N-[1-chloro-(2,2,2-trifluoroethyl)]-4-chlorobenzimidoyl chloride), C(C=C)(=O)OC (methyl acrylate), N12CCCCCC2=NCCC1 (1,8-diazabicyclo[5.4.0]undec-7-ene). Solvent: CN(C=O)C (N,N-dimethylformamide). Conditions: time 15 minute. Product: ClC1=CC=C(C=C1)C=1NC(=CC1C(=O)OC)C(F)(F)F (Methyl 2-(4-chlorophenyl)-5-(trifluoromethyl)pyrrole-3-carboxylate). Yield: 26.1%. As a reaction SMILES: Cl[CH:2]([N:7]=[C:8](Cl)[C:9]1[CH:14]=[CH:13][C:12]([Cl:15])=[CH:11][CH:10]=1)[C:3]([F:6])([F:5])[F:4].[C:17]([O:21][CH3:22])(=[O:20])[CH:18]=[CH2:19].N12CCCN=C1CCCCC2>CN(C)C=O>[Cl:15][C:12]1[CH:13]=[CH:14][C:9]([C:8]2[NH:7][C:2]([C:3]([F:6])([F:5])[F:4])=[CH:19][C:18]=2[C:17]([O:21][CH3:22])=[O:20])=[CH:10][CH:11]=1. Reported procedure: A solution of N-[1-chloro-(2,2,2-trifluoroethyl)]-4-chlorobenzimidoyl chloride (3.40 g, 0.012 mol) and methyl acrylate (1.26 g, 0.015 mol) in N,N-dimethylformamide (10 mL) is treated with 1,8-diazabicyclo[5.4.0]undec-7-ene (DBU, 5.0 g, 0.033 mol) over 1 hour. The reaction mixture is then held at 600° C. for 15 minutes, quenched with dilute HCl, and extracted with ethyl acetate. The organic extract is concentrated in vacuo to obtain a residue. Flash chromatography of the residue on silica gel, pa... The reagents and catalysts are C(C)N(CC)CC (triethylamine). Product: ClC1=CC(=C(C=C1)N1C(C=2CCCCC2C1SCCC#N)=O)F (2-(4-Chloro-2-fluorophenyl)-3-(2-cyanoethylthio)-2,3,4,5,6,7-hexahydro-1H-isoindol-1-one). Reported procedure: In 15 ml of dioxane was dissolved 2.1 g of 2-(4-chloro-2-fluorophenyl)-2,3,4,5,6,7-hexahydro-3-mercapto-1H-isoindole-1-on, and 1.5 g of acrylonitrile, together with several drops of triethylamine, was added, followed by heating at 85° to 90° C. for 6 hours. The reaction solution was concentrated under reduced pressure, and the residual, oily substance was purified by means of column chromatography with the use of silica gel (acetone:hexane=1:3), thereby producing 1.5 g of the subject compound in... The solvent is O1CCOCC1 (dioxane). Yield: 60.6%. The reactants are ClC1=CC(=C(C=C1)N1C(C=2CCCCC2C1S)=O)F (2-(4-chloro-2-fluorophenyl)-2,3,4,5,6,7-hexahydro-3-mercapto-1H-isoindole-1-on), C(C=C)#N (acrylonitrile). RXN SMILES: [Cl:1][C:2]1[CH:7]=[CH:6][C:5]([N:8]2[CH:16]([SH:17])[C:15]3[CH2:14][CH2:13][CH2:12][CH2:11][C:10]=3[C:9]2=[O:18])=[C:4]([F:19])[CH:3]=1.[C:20](#[N:23])[CH:21]=[CH2:22]>O1CCOCC1.C(N(CC)CC)C>[Cl:1][C:2]1[CH:7]=[CH:6][C:5]([N:8]2[CH:16]([S:17][CH2:22][CH2:21][C:20]#[N:23])[C:15]3[CH2:14][CH2:13][CH2:12][CH2:11][C:10]=3[C:9]2=[O:18])=[C:4]([F:19])[CH:3]=1.